Dataset: the Open Reaction Database (ORD), a public repository of structured organic reaction records. Task: describe an organic reaction: reactants, conditions, products, and yield Reactants: C(C)(C)(C)OC(=O)N1CCN(CC1)CC(COC=1C=CC2=C(N=C(S2)C)C1)O (4-[2-hydroxy-3-(2-methylbenzothiazol-5-yloxy)propyl]-piperazine-1-carboxylic acid tert-butyl ester), ( 5 ). Procedure details: A solution of 4-[2-hydroxy-3-(2-methylbenzothiazol-5-yloxy)propyl]-piperazine-1-carboxylic acid tert-butyl ester (2.9 g, 7.1 mmol), a compound of formula (5), was dissolved in a 4N solution of HCl in dioxane (20 ml) and allowed to stir at room temperature for 4 hours. The solvent was evaporated under reduced pressure to yield a white solid. The white solid was dried under high vacuum, and then dissolved in methanol (250 ml). AG 1-X8 resin was added and the mixture shaken. Additional resin was ad... Product: CC=1SC2=C(N1)C=C(C=C2)OCC(CN2CCNCC2)O (1-(2-methylbenzothiazol-5-yloxy)-3-piperazin-1-ylpropan-2-ol). Run at time 4 hour. RXN SMILES: C(OC([N:8]1[CH2:13][CH2:12][N:11]([CH2:14][CH:15]([OH:28])[CH2:16][O:17][C:18]2[CH:19]=[CH:20][C:21]3[S:25][C:24]([CH3:26])=[N:23][C:22]=3[CH:27]=2)[CH2:10][CH2:9]1)=O)(C)(C)C>Cl.O1CCOCC1>[CH3:26][C:24]1[S:25][C:21]2[CH:20]=[CH:19][C:18]([O:17][CH2:16][CH:15]([OH:28])[CH2:14][N:11]3[CH2:10][CH2:9][NH:8][CH2:13][CH2:12]3)=[CH:27][C:22]=2[N:23]=1. Solvent: solution, Cl (HCl), O1CCOCC1 (dioxane). Starting materials: O=C(O)CCC(O)=NBr, O=C1CCC2CCCc3ccn(c32)C1=O, CN(C)C=O. The product is O=C1CCC2CCCc3cc(Br)n(c32)C1=O. Reaction SMILES: [Br:16][N:17]=[C:18]([OH:19])[CH2:20][CH2:21][C:22]([OH:23])=[O:24].[C:1]1(=[O:15])[C:2](=[O:14])[CH2:3][CH2:4][CH:5]2[CH2:6][CH2:7][CH2:8][c:9]3[cH:10][cH:11][n:12]1[c:13]32.[CH3:25][N:26]([CH3:27])[CH:28]=[O:29]>>[C:1]1(=[O:15])[C:2](=[O:14])[CH2:3][CH2:4][CH:5]2[CH2:6][CH2:7][CH2:8][c:9]3[cH:10][c:11]([Br:16])[n:12]1[c:13]32. Reaction SMILES: [CH3:1][Si:2]([N-:3][Si:4]([CH3:5])([CH3:6])[CH3:7])([CH3:8])[CH3:9].[CH3:32][C:33](=[O:34])[OH:35].[CH3:36][c:37]1[cH:38][cH:39][cH:40][cH:41][cH:42]1.[Li+:10].[O:11]1[CH2:12][CH2:13][C:14](=[O:17])[CH2:15][CH2:16]1.[OH2:43].[n:18]1([C:23]([CH2:24][CH2:25][CH:26]2[O:27][CH2:28][CH2:29][CH2:30]2)=[O:31])[cH:19][cH:20][n:21][cH:22]1>>[O:11]1[CH2:12][CH:13]([C:23]([CH2:24][CH2:25][CH:26]2[O:27][CH2:28][CH2:29][CH2:30]2)=[O:31])[C:14](=[O:17])[CH2:15][CH2:16]1. Starting materials: C[Si](C)(C)[N-][Si](C)(C)C, CC(=O)O, Cc1ccccc1, [Li+], O=C1CCOCC1, O, O=C(CCC1CCCO1)n1ccnc1. The product is O=C1CCOCC1C(=O)CCC1CCCO1. Reactants: C(C)(=O)OCC (ethyl acetate), FC=1C=CC(=C(C1)C(CC1(OC1)C(F)(F)F)(C)C)OC (2-{2-[5-Fluoro-2-(methyloxy)phenyl]-2-methylpropyl}-2-(trifluoromethyl)oxirane), NC1=C2C=NN(C2=CC(=C1)C)C=1C=C(C(=O)OC)C=CC1 (methyl 3-(4-amino-6-methyl-1H-indazol-1-yl)benzoate), FC(S(=O)(=O)[O-])(F)F.[Yb+3].FC(S(=O)(=O)[O-])(F)F.FC(S(=O)(=O)[O-])(F)F (ytterbium trifluoromethanesulfonate). Solvent: C(C)#N (acetonitrile). Conditions: temperature 80 celsius. Product: FC=1C=CC(=C(C1)C(CC(CNC1=C2C=NN(C2=CC(=C1)C)C=1C=C(C(=O)OC)C=CC1)(C(F)(F)F)O)(C)C)OC (Methyl 3-(4-{[4-[5-fluoro-2-(methyloxy)phenyl]-2-hydroxy-4-methyl-2-(trifluoromethyl)pentyl]amino}-6-methyl-1H-indazol-1-yl)benzoate). Yield: 43.6%. As a reaction SMILES: [F:1][C:2]1[CH:3]=[CH:4][C:5]([O:19][CH3:20])=[C:6]([C:8]([CH3:18])([CH3:17])[CH2:9][C:10]2([C:13]([F:16])([F:15])[F:14])[CH2:12][O:11]2)[CH:7]=1.[NH2:21][C:22]1[CH:30]=[C:29]([CH3:31])[CH:28]=[C:27]2[C:23]=1[CH:24]=[N:25][N:26]2[C:32]1[CH:33]=[C:34]([CH:39]=[CH:40][CH:41]=1)[C:35]([O:37][CH3:38])=[O:36].FC(F)(F)S([O-])(=O)=O.[Yb+3].FC(F)(F)S([O-])(=O)=O.FC(F)(F)S([O-])(=O)=O.C(OCC)(=O)C>C(#N)C>[F:1][C:2]1[CH:3]=[CH:4][C:5]([O:19][CH3:20])=[C:6]([C:8]([CH3:18])([CH3:17])[CH2:9][C:10]([OH:11])([C:13]([F:16])([F:15])[F:14])[CH2:12][NH:21][C:22]2[CH:30]=[C:29]([CH3:31])[CH:28]=[C:27]3[C:23]=2[CH:24]=[N:25][N:26]3[C:32]2[CH:33]=[C:34]([CH:39]=[CH:40][CH:41]=2)[C:35]([O:37][CH3:38])=[O:36])[CH:7]=1 |f:2.3.4.5|. Procedure: 2-{2-[5-Fluoro-2-(methyloxy)phenyl]-2-methylpropyl}-2-(trifluoromethyl)oxirane (which may be prepared according to WO 04/063163, 96 mg, 0.33 mmol), methyl 3-(4-amino-6-methyl-1H-indazol-1-yl)benzoate (85 mg, 0.3 mmol) and ytterbium trifluoromethanesulfonate (28 mg, 0.045 mmol) were stirred in acetonitrile (0.4 mL) with some molecular sieves. The resulting mixture was then heated to reflux (80° C.) overnight and then allowed to cool to room temperature. The mixture was poured into ethyl acetate (... Starting materials: COC(=O)C(C(CC)=O)C(CC)=O (4-Methoxycarbonyl-3,5-heptanedione), ClC1=C(C(=CC(=C1)C(F)(F)F)Cl)NN (2,6-dichloro-4-trifluoromethylphenyl hydrazine). Solvent: C(C)O (ethanol). Yields the product ClC1=C(C(=CC(=C1)C(F)(F)F)Cl)N1N=C(C(=C1CC)C(=O)OC)CC (Methyl 1-(2,6-dichloro-4-trifluoromethylphenyl)-3,5-diethylpyrazole-4-carboxylate). Yield: 43.0%. RXN SMILES: [CH3:1][O:2][C:3]([CH:5]([C:10](=O)[CH2:11][CH3:12])[C:6](=O)[CH2:7][CH3:8])=[O:4].[Cl:14][C:15]1[CH:20]=[C:19]([C:21]([F:24])([F:23])[F:22])[CH:18]=[C:17]([Cl:25])[C:16]=1[NH:26][NH2:27]>C(O)C>[Cl:14][C:15]1[CH:20]=[C:19]([C:21]([F:23])([F:22])[F:24])[CH:18]=[C:17]([Cl:25])[C:16]=1[N:26]1[C:10]([CH2:11][CH3:12])=[C:5]([C:3]([O:2][CH3:1])=[O:4])[C:6]([CH2:7][CH3:8])=[N:27]1. Procedure details: A solution of 7.5 g (40 mmol) of the compound of step A and 11.85 g (48 mmol) of 2,6-dichloro-4-trifluoromethylphenyl hydrazine in 50 mL of ethanol was heated at reflux for 8 hours. The ethanol was removed by evaporation and the residues were partitioned between ethyl acetate and dilute hydrogen chloride. The organic extracts were dried and evaporated to give the desired product in 43% yield as a maroon oil. 1H-NMR (CDCl3) δ1.08 (3H, t, J=7), 1.24 (3H, t, J=7), 2.22 (2H, q, J=7), 2.94 (2H, q, J=... The reactants are CO (MeOH), CN(CCNCC(C)(N)C)C (N1-(2-(dimethylamino)ethyl)-2-methylpropane-1,2-diamine), C1=CN(C=N1)C(=O)N2C=CN=C2 (CDI). Run in C(Cl)Cl (CH2Cl2), C(Cl)Cl (CH2Cl2). Run at time 20 hour. The product is CN(CCN1C(NC(C1)(C)C)=O)C (1-(2-(Dimethylamino)ethyl)-4,4-dimethylimidazolidin-2-one). Yield: 1.8%. RXN SMILES: [CH3:1][N:2]([CH3:11])[CH2:3][CH2:4][NH:5][CH2:6][C:7]([CH3:10])([NH2:9])[CH3:8].C1N=CN([C:17](N2C=NC=C2)=[O:18])C=1.CO>C(Cl)Cl>[CH3:11][N:2]([CH3:1])[CH2:3][CH2:4][N:5]1[CH2:6][C:7]([CH3:8])([CH3:10])[NH:9][C:17]1=[O:18]. Procedure: To a solution of N1-(2-(dimethylamino)ethyl)-2-methylpropane-1,2-diamine (23.2 mmol) in CH2Cl2 (50 ml) was added CDI (4.51 g, 27.8 mmol). The solution was stirred for 20 h, concentrated in vacuo, the resulting residue suspended in 800 ml diethyl ether, washed with 3× 200 ml 1M Na2CO3, 200 ml sat. NaCl, dried on MgSO4, and concentrated in vacuo. Flash chromatography (2.5%→20% MeOH:CH2Cl2) afforded the title compound as a clear oil (79.3 mg, 0.428 mmol, 2%) as well as additional material heavily c... The reactants are C[O-], C[O-], CCO, Cl, [Na+], O=C(O)C(S)c1ccccc1, ClCc1ccncc1. Yields the product [Na+], O=C([O-])C(SCc1ccncc1)c1ccccc1. Reaction SMILES: [CH3:15][O-:16].[CH3:1][O-:2].[CH3:26][CH2:27][OH:28].[ClH:17].[Na+:3].[SH:4][CH:5]([C:6](=[O:7])[OH:8])[c:9]1[cH:10][cH:11][cH:12][cH:13][cH:14]1.[cH:18]1[cH:19][c:20]([CH2:24][Cl:25])[cH:21][cH:22][n:23]1>>[Na+:3].[S:4]([CH:5]([C:6](=[O:7])[O-:8])[c:9]1[cH:10][cH:11][cH:12][cH:13][cH:14]1)[CH2:24][c:20]1[cH:19][cH:18][n:23][cH:22][cH:21]1. Starting materials: NC1=C(C=CC=C1)NC1=CC=C(C(=O)C2=CC=CC=C2)C=C1 (4-(2-aminophenylamino)benzophenone), NC1=C(C=CC=C1)NC1=CC=C(C(=O)C2=CC=CC=C2)C=C1 (4-(2-aminophenylamino)benzophenone), C1(=CC=CC=C1)N=C=O (phenylisocyanate). The solvent is C1(=CC=CC=C1)C (toluene). Yields the product C(C1=CC=CC=C1)(=O)C1=CC=C(C=C1)NC1=C(C=CC=C1)NC(=O)NC1=CC=CC=C1 (1-(2-(4-Benzoylphenylamino)phenyl)-3-phenylurea). Reaction SMILES: [NH2:1][C:2]1[CH:7]=[CH:6][CH:5]=[CH:4][C:3]=1[NH:8][C:9]1[CH:22]=[CH:21][C:12]([C:13]([C:15]2[CH:20]=[CH:19][CH:18]=[CH:17][CH:16]=2)=[O:14])=[CH:11][CH:10]=1.[C:23]1([N:29]=[C:30]=[O:31])[CH:28]=[CH:27][CH:26]=[CH:25][CH:24]=1>C1(C)C=CC=CC=1>[C:13]([C:12]1[CH:21]=[CH:22][C:9]([NH:8][C:3]2[CH:4]=[CH:5][CH:6]=[CH:7][C:2]=2[NH:1][C:30]([NH:29][C:23]2[CH:28]=[CH:27][CH:26]=[CH:25][CH:24]=2)=[O:31])=[CH:10][CH:11]=1)(=[O:14])[C:15]1[CH:16]=[CH:17][CH:18]=[CH:19][CH:20]=1. Procedure: To a solution of 4-(2-aminophenylamino)benzophenone (Compound 101, 0.58 g, 2 mmol) in toluene (10 ml) was added phenylisocyanate (0.22 ml, 2 mmol). The reaction mixture was heated for 20 hours on a steam bath. After cooling the reaction mixture to room temperature the resulting precipitate was collected by filtration and washed with toluene. The crude product was dissolved in hot isopropanol and crystallized on the addition of water to afford the title compound. Reactants: C(C=C)N(C1CCCCC1)C1=C2N=CN(C2=NC=N1)CC(C)O (6-(N-Allyl-N-cyclohexylamino)-9-(2-hydroxypropyl)-purine), N1=CC=CC=C1 (pyridine), C(C)(=O)OC(C)=O (acetic anhydride). Run in O (water). Reaction conditions: time 16 hour. The product is C(C=C)N(C1CCCCC1)C1=C2N=CN(C2=NC=N1)CC(C)OC(C)=O (6-(N-Allyl-N-cyclohexylamino)-9-(2-acetoxypropyl)-purine). Yield: 67.0%. Reaction SMILES: [CH2:1]([N:4]([C:11]1[N:19]=[CH:18][N:17]=[C:16]2[C:12]=1[N:13]=[CH:14][N:15]2[CH2:20][CH:21]([OH:23])[CH3:22])[CH:5]1[CH2:10][CH2:9][CH2:8][CH2:7][CH2:6]1)[CH:2]=[CH2:3].N1C=CC=CC=1.[C:30](OC(=O)C)(=[O:32])[CH3:31]>O>[CH2:1]([N:4]([C:11]1[N:19]=[CH:18][N:17]=[C:16]2[C:12]=1[N:13]=[CH:14][N:15]2[CH2:20][CH:21]([O:23][C:30](=[O:32])[CH3:31])[CH3:22])[CH:5]1[CH2:6][CH2:7][CH2:8][CH2:9][CH2:10]1)[CH:2]=[CH2:3]. Reported procedure: To a solution of 2.3 g. (7.5 mmole) of the compound of Example 15 in 30 ml. pyridine there is added dropwise 1.0 ml. of acetic anhydride. The reaction mixture is stirred for 16 hours at ambient temperature, poured into water, extracted with ethyl acetate, washed neutral, dried and evaporated. There is obtained 1.8 g. of the title compound (67% of theory) in the form of an oil.